From a dataset of the Open Reaction Database (ORD), a public repository of structured organic reaction records. describe an organic reaction: reactants, conditions, products, and yield Starting materials: CCCCCC(Br)c1ccc(CC(C)C)cc1, CCOC(C)=O, ClCCl, CCOC(=O)CCCn1cc(C(=O)c2cccc(N)c2)c2ccccc21, O. The product is CCCCCC(Nc1cccc(C(=O)c2cn(CCCC(=O)OCC)c3ccccc23)c1)c1ccc(CC(C)C)cc1. RXN SMILES: [Br:27][CH:28]([CH2:29][CH2:30][CH2:31][CH2:32][CH3:33])[c:34]1[cH:35][cH:36][c:37]([CH2:40][CH:41]([CH3:42])[CH3:43])[cH:38][cH:39]1.[CH3:44][CH2:45][O:46][C:47](=[O:48])[CH3:49].[Cl:51][CH2:52][Cl:53].[NH2:1][c:2]1[cH:3][c:4]([C:5](=[O:6])[c:7]2[cH:8][n:9]([CH2:16][CH2:17][CH2:18][C:19](=[O:20])[O:21][CH2:22][CH3:23])[c:10]3[cH:11][cH:12][cH:13][cH:14][c:15]23)[cH:24][cH:25][cH:26]1.[OH2:50]>>[NH:1]([c:2]1[cH:3][c:4]([C:5](=[O:6])[c:7]2[cH:8][n:9]([CH2:16][CH2:17][CH2:18][C:19](=[O:20])[O:21][CH2:22][CH3:23])[c:10]3[cH:11][cH:12][cH:13][cH:14][c:15]23)[cH:24][cH:25][cH:26]1)[CH:28]([CH2:29][CH2:30][CH2:31][CH2:32][CH3:33])[c:34]1[cH:35][cH:36][c:37]([CH2:40][CH:41]([CH3:42])[CH3:43])[cH:38][cH:39]1. Starting materials: C(C)(C)(C)C1=CC(OC2=CC(=C(C=C12)/C(=C(\C=C\C(=C\C(=O)OCC)\C)/F)/C)OC)(C)C (ethyl 7-(4-tert-butyl-7-methoxy-2,2-dimethyl-2H-chromen-6-yl)-6-fluoro-3-methyl-octa-2E,4E,6E-trienoate), C(C)(C)(C)C1=CC(OC2=CC(=C(C=C12)/C(=C(\C=C\C(=C\C(=O)OCC)\C)/F)/C)OC)(C)C (ethyl 7-(4-tert-butyl-7-methoxy-2,2-dimethyl-2H-chromen-6-yl)-6-fluoro-3-methyl-octa-2E,4E,6E-trienoate), [OH-].[Na+] (NaOH). Run in C(C)O (ethanol), C1CCOC1 (THF). Yields the product C(C)(C)(C)C1=CC(OC2=CC(=C(C=C12)/C(=C(\C=C\C(=C\C(=O)O)\C)/F)/C)OC)(C)C (7-(4-tert-Butyl-7-methoxy-2,2-dimethyl-2H-chromen-6-yl)-6-fluoro-3-methyl-octa-2E,4E,6E-trienoic acid). RXN SMILES: [C:1]([C:5]1[C:14]2[C:9](=[CH:10][C:11]([O:29][CH3:30])=[C:12](/[C:15](/[CH3:28])=[C:16](/[F:27])\[CH:17]=[CH:18]\[C:19](\[CH3:26])=[CH:20]\[C:21]([O:23]CC)=[O:22])[CH:13]=2)[O:8][C:7]([CH3:32])([CH3:31])[CH:6]=1)([CH3:4])([CH3:3])[CH3:2].[OH-].[Na+]>C(O)C.C1COCC1>[C:1]([C:5]1[C:14]2[C:9](=[CH:10][C:11]([O:29][CH3:30])=[C:12](/[C:15](/[CH3:28])=[C:16](/[F:27])\[CH:17]=[CH:18]\[C:19](\[CH3:26])=[CH:20]\[C:21]([OH:23])=[O:22])[CH:13]=2)[O:8][C:7]([CH3:32])([CH3:31])[CH:6]=1)([CH3:4])([CH3:2])[CH3:3] |f:1.2|. Procedure: Following General Procedure G, a solution of ethyl 7-(4-tert-butyl-7-methoxy-2,2-dimethyl-2H-chromen-6-yl)-6-fluoro-3-methyl-octa-2E,4E,6E-trienoate (Compound 109, 32 mg, 0.07 mmol) in ethanol and THF was hydrolyzed with 1M NaOH. Purification by flash chromatography (silica gel, 75:25 hexane/ethyl acetate) afforded the title compound as a light yellow solid.